describe an organic reaction: reactants, conditions, products, and yield From a dataset of the Open Reaction Database (ORD), a public repository of structured organic reaction records. Starting materials: O=C1c2ccccc2C(=O)N1CCCCBr, c1ccc2c(c1)Cc1ccccc1N1CCNCC21. The product is O=C1c2ccccc2C(=O)N1CCCCN1CCN2c3ccccc3Cc3ccccc3C2C1. As a reaction SMILES: [Br:20][CH2:21][CH2:22][CH2:23][CH2:24][N:25]1[C:26](=[O:35])[c:27]2[c:28]([cH:31][cH:32][cH:33][cH:34]2)[C:29]1=[O:30].[CH2:1]1[NH:2][CH2:3][CH2:4][N:5]2[CH:6]1[c:7]1[c:8]([cH:16][cH:17][cH:18][cH:19]1)[CH2:9][c:10]1[c:11]2[cH:12][cH:13][cH:14][cH:15]1>>[CH2:1]1[N:2]([CH2:21][CH2:22][CH2:23][CH2:24][N:25]2[C:26](=[O:35])[c:27]3[c:28]([cH:31][cH:32][cH:33][cH:34]3)[C:29]2=[O:30])[CH2:3][CH2:4][N:5]2[CH:6]1[c:7]1[c:8]([cH:16][cH:17][cH:18][cH:19]1)[CH2:9][c:10]1[c:11]2[cH:12][cH:13][cH:14][cH:15]1.